Dataset: the Open Reaction Database (ORD), a public repository of structured organic reaction records. Task: describe an organic reaction: reactants, conditions, products, and yield Run at temperature 50 celsius, time 8 hour. Reaction SMILES: F[C:2]1[CH:7]=[CH:6][C:5]([N+:8]([O-:10])=[O:9])=[C:4]([N+:11]([O-:13])=[O:12])[CH:3]=1.[CH3:14][CH:15]1[NH:20][CH2:19][CH2:18][N:17]([C:21]([O:23][C:24]([CH3:27])([CH3:26])[CH3:25])=[O:22])[CH2:16]1.C(N(C(C)C)CC)(C)C>CC(N(C)C)=O>[N+:11]([C:4]1[CH:3]=[C:2]([N:20]2[CH2:19][CH2:18][N:17]([C:21]([O:23][C:24]([CH3:27])([CH3:26])[CH3:25])=[O:22])[CH2:16][CH:15]2[CH3:14])[CH:7]=[CH:6][C:5]=1[N+:8]([O-:10])=[O:9])([O-:13])=[O:12]. Product: [N+](=O)([O-])C=1C=C(C=CC1[N+](=O)[O-])N1C(CN(CC1)C(=O)OC(C)(C)C)C (tert-butyl 4-(3,4-dinitrophenyl)-3-methylpiperazine-1-carboxylate). Run in CC(=O)N(C)C (DMA). Procedure: 4-Fluoro-1,2-dinitrobenzene (0.93 g, 5.0 mmol, commercially available from Oakwood Products) and tert-butyl 3-methylpiperazine-1-carboxylate (1.0 g, 5.0 mmol) were dissolved in 3 mL of DMA, and 3 mL of diisopropylethylamine was added. The mixture was stirred at 50° C. overnight, and then cooled to room temperature, separated between ethyl acetate and water. The combined organic were washed with water, brine, dried with anhydrous magnesium sulfate, filtered and concentrated under reduced pressure... The reactants are FC1=CC(=C(C=C1)[N+](=O)[O-])[N+](=O)[O-] (4-Fluoro-1,2-dinitrobenzene), CC1CN(CCN1)C(=O)OC(C)(C)C (tert-butyl 3-methylpiperazine-1-carboxylate), C(C)(C)N(CC)C(C)C (diisopropylethylamine). Reactants: [Na] (sodium), C(C(=O)OCC)(=O)OCC (diethyl oxalate), C(C)(=O)C1=CC=CC=C1 (acetophenone). The solvent is C(C)O (ethanol). Run at time 30 minute. Product: C(C1=CC=CC=C1)(=O)CC(C(=O)OCC)=O (Ethyl benzoylpyruvate). Reaction SMILES: [Na].[C:2]([O:9][CH2:10][CH3:11])(=[O:8])[C:3]([O:5]CC)=O.[C:12]([C:15]1[CH:20]=[CH:19][CH:18]=[CH:17][CH:16]=1)(=[O:14])[CH3:13]>C(O)C>[C:12]([CH2:13][C:3](=[O:5])[C:2]([O:9][CH2:10][CH3:11])=[O:8])(=[O:14])[C:15]1[CH:20]=[CH:19][CH:18]=[CH:17][CH:16]=1 |^1:0|. Reported procedure: In 560 ml of ethanol was dissolved 25 g (1.08 eq.) of sodium and a mixture of 135.6ml (146 g; 1 mol) of diethyl oxalate and 116.7 ml (120 g; 1 mol) of acetophenone was added thereto dropwise at 40° C. One hour later, reflux was begun and it was continued for 30 minutes. The solvent was distilled off. The residue was neutralized with sulfuric acid (55 g/water 200 ml), and the mixture was extracted with ethyl acetate. The organic layer was washed with water and a saturated aqueous solution of sodi... The reactants are O=C1CCc2ccccc2CN1, O=[N+]([O-])O. The product is O=C1CCc2ccc([N+](=O)[O-])cc2CN1. As a reaction SMILES: [CH2:1]1[NH:2][C:3](=[O:12])[CH2:4][CH2:5][c:6]2[c:7]1[cH:8][cH:9][cH:10][cH:11]2.[OH:13][N+:14]([O-:15])=[O:16]>>[CH2:1]1[NH:2][C:3](=[O:12])[CH2:4][CH2:5][c:6]2[c:7]1[cH:8][c:9]([N+:14](=[O:13])[O-:15])[cH:10][cH:11]2. Reactants: [Li]CCCC (n-BuLi), BrC1=CN=C(N1C)C (5-bromo-1,2-dimethyl-1H-imidazole), ClC1=C(C(=NC2=CC=C(C=C12)C(O)C=1C(=NC(=CC1)C)C)OC)CC1=CC=C(C=C1)C(F)(F)F ((4-Chloro-2-methoxy-3-(4-(trifluoromethyl)benzyl)quinolin-6-yl)(2,6-dimethylpyridin-3-yl)methanol), ClC1=C(C(=NC2=CC=C(C=C12)C(O)C=1C(=NC(=CC1)C)C)OC)CC1=CC=C(C=C1)C(F)(F)F ((4-Chloro-2-methoxy-3-(4-(trifluoromethyl)benzyl)quinolin-6-yl)(2,6-dimethylpyridin-3-yl)methanol). Solvent: C1CCOC1 (THF), C1CCOC1 (THF). Reaction conditions: time 1.5 minute. Yields the product ClC1=C(C(=NC2=CC=C(C=C12)C(O)(C=1C(=NC(=CC1)C)C)C1=CN=C(N1C)C)OC)CC1=CC=C(C=C1)C(F)(F)F ((4-Chloro-2-methoxy-3-(4-(trifluoromethyl)benzyl)quinolin-6-yl)(1,2-dimethyl-1H-imidazol-5-yl)(2,6-dimethylpyridin-3-yl)methanol). Reaction SMILES: [Li]CCCC.Br[C:7]1[N:11]([CH3:12])[C:10]([CH3:13])=[N:9][CH:8]=1.[Cl:14][C:15]1[C:24]2[C:19](=[CH:20][CH:21]=[C:22]([CH:25]([C:27]3[C:28]([CH3:34])=[N:29][C:30]([CH3:33])=[CH:31][CH:32]=3)[OH:26])[CH:23]=2)[N:18]=[C:17]([O:35][CH3:36])[C:16]=1[CH2:37][C:38]1[CH:43]=[CH:42][C:41]([C:44]([F:47])([F:46])[F:45])=[CH:40][CH:39]=1>C1COCC1>[Cl:14][C:15]1[C:24]2[C:19](=[CH:20][CH:21]=[C:22]([C:25]([C:7]3[N:11]([CH3:12])[C:10]([CH3:13])=[N:9][CH:8]=3)([C:27]3[C:28]([CH3:34])=[N:29][C:30]([CH3:33])=[CH:31][CH:32]=3)[OH:26])[CH:23]=2)[N:18]=[C:17]([O:35][CH3:36])[C:16]=1[CH2:37][C:38]1[CH:39]=[CH:40][C:41]([C:44]([F:46])([F:45])[F:47])=[CH:42][CH:43]=1. Procedure details: A solution of n-BuLi (2.5 M in hexanes, 0.82 mL, 2.05 mmol) was added dropwise by syringe to a solution of 5-bromo-1,2-dimethyl-1H-imidazole (361.1 mg, 2.063 mmol) in dry THF (20 mL) in a dry ice-acetone bath. After 1-2 minutes, a solution of (4-chloro-2-methoxy-3-(4-(trifluoromethyl)benzyl)quinolin-6-yl)(2,6-dimethylpyridin-3-yl)methanone (0.500 g, 1.03 mmol, Intermediate 12: step f) in dry THF (5 mL) was added dropwise. The reaction was stirred for 1.5 hours, then was removed from the cold bat... Starting materials: NC1=NC2=CC=C(C=C2C(=C1C#N)Cl)N(C)C (2-amino-3-cyano-4-chloro-6-dimethylaminoquinoline), C(C1=CC=CC=C1)N (benzylamine). The solvent is O (water). Product: NC1=NC2=CC=C(C=C2C(=C1C#N)N=CC1=CC=CC=C1)N(C)C (2-Amino-3-cyano-4-benzalamino-6-dimethylaminoquinoline). As a reaction SMILES: [NH2:1][C:2]1[C:11]([C:12]#[N:13])=[C:10](Cl)[C:9]2[C:4](=[CH:5][CH:6]=[C:7]([N:15]([CH3:17])[CH3:16])[CH:8]=2)[N:3]=1.[CH2:18]([NH2:25])[C:19]1[CH:24]=[CH:23][CH:22]=[CH:21][CH:20]=1>O>[NH2:1][C:2]1[C:11]([C:12]#[N:13])=[C:10]([N:25]=[CH:18][C:19]2[CH:24]=[CH:23][CH:22]=[CH:21][CH:20]=2)[C:9]2[C:4](=[CH:5][CH:6]=[C:7]([N:15]([CH3:17])[CH3:16])[CH:8]=2)[N:3]=1. Reported procedure: 3 g of 2-amino-3-cyano-4-chloro-6-dimethylaminoquinoline and 6 mL of benzylamine are stirred at 125° C. for 3 hours. The reaction mixture is poured onto 30 mL of water. The precipitated material is filtered off, washed with 20 mL of water. After drying 2.3 g of the title compound is obtained, m.p.: 265° C. Yields the product C(C)NC(NC1=CC(=C(C=N1)C=1C=C2C(C(=CN(C2=CC1)[C@H](CO)C)C(=O)OCC)=O)C=1SC=C(N1)C(F)(F)F)=O ((S)-ethyl 6-(6-(3-ethylureido)-4-(4-(trifluoromethyl)thiazol-2-yl)pyridin-3-yl)-1-(1-hydroxypropan-2-yl)-4-oxo-1,4-dihydroquinoline-3-carboxylate). Conditions: temperature 60 celsius, time 2 hour. Reagents/catalysts: C(C)(=O)[O-].[Pd+2].C(C)(=O)[O-] (palladium (II) acetate), C(C)(C)(C)P([C-]1C=CC=C1)C(C)(C)C.[C-]1(C=CC=C1)P(C(C)(C)C)C(C)(C)C.[Fe+2] (1,1′-bis(di-t-butylphosphino)ferrocene). RXN SMILES: [OH:1][CH2:2][C@@H:3]([N:5]1[C:14]2[C:9](=[CH:10][C:11](I)=[CH:12][CH:13]=2)[C:8](=[O:16])[C:7]([C:17]([O:19][CH2:20][CH3:21])=[O:18])=[CH:6]1)[CH3:4].[CH2:22]([NH:24][C:25]([NH:27][C:28]1[CH:33]=[C:32]([C:34]2[S:35][CH:36]=[C:37]([C:39]([F:42])([F:41])[F:40])[N:38]=2)[C:31](B2OC(C)(C)C(C)(C)O2)=[CH:30][N:29]=1)=[O:26])[CH3:23].C(=O)([O-])[O-].[K+].[K+]>C(#N)C.O.C([O-])(=O)C.[Pd+2].C([O-])(=O)C.C(P(C(C)(C)C)[C-]1C=CC=C1)(C)(C)C.[C-]1(P(C(C)(C)C)C(C)(C)C)C=CC=C1.[Fe+2]>[CH2:22]([NH:24][C:25](=[O:26])[NH:27][C:28]1[N:29]=[CH:30][C:31]([C:11]2[CH:10]=[C:9]3[C:14](=[CH:13][CH:12]=2)[N:5]([C@@H:3]([CH3:4])[CH2:2][OH:1])[CH:6]=[C:7]([C:17]([O:19][CH2:20][CH3:21])=[O:18])[C:8]3=[O:16])=[C:32]([C:34]2[S:35][CH:36]=[C:37]([C:39]([F:42])([F:41])[F:40])[N:38]=2)[CH:33]=1)[CH3:23] |f:2.3.4,7.8.9,10.11.12|. Reactants: C(C)NC(=O)NC1=NC=C(C(=C1)C=1SC=C(N1)C(F)(F)F)B1OC(C(O1)(C)C)(C)C (1-Ethyl-3-(5-(4,4,5,5-tetramethyl-1,3,2-dioxaborolan-2-yl)-4-(4-(trifluoromethyl)thiazol-2-yl)pyridin-2-yl)urea), OC[C@H](C)N1C=C(C(C2=CC(=CC=C12)I)=O)C(=O)OCC ((S)-ethyl 1-(1-hydroxypropan-2-yl)-6-iodo-4-oxo-1,4-dihydroquinoline-3-carboxylate), OC[C@H](C)N1C=C(C(C2=CC(=CC=C12)I)=O)C(=O)OCC ((S)-ethyl 1-(1-hydroxypropan-2-yl)-6-iodo-4-oxo-1,4-dihydroquinoline-3-carboxylate), C(C)NC(=O)NC1=NC=C(C(=C1)C=1SC=C(N1)C(F)(F)F)B1OC(C(O1)(C)C)(C)C (1-Ethyl-3-(5-(4,4,5,5-tetramethyl-1,3,2-dioxaborolan-2-yl)-4-(4-(trifluoromethyl)thiazol-2-yl)pyridin-2-yl)urea), C([O-])([O-])=O.[K+].[K+] (potassium carbonate). Procedure details: To a solution of palladium (II) acetate (28.0 mg, 0.12 mmol, 0.1 equiv.) and 1,1′-bis(di-t-butylphosphino)ferrocene (59.1 mg, 0.12 mmol, 0.1 equiv.) in acetonitrile (3 mL) was added (S)-ethyl 1-(1-hydroxypropan-2-yl)-6-iodo-4-oxo-1,4-dihydroquinoline-3-carboxylate (Intermediate 49, 500 mg, 1.25 mmol), followed by 6-(3-ethylureido)-4-(4-(trifluoromethyl)thiazole-2-yl)pyridine-3-ylboronic acid (Intermediate 17, 453 mg, 1.26 mmol) and a solution of potassium carbonate (258 mg, 1.87 mmol, 1.5 equiv.... Isolated yield 79.1%. The solvent is O (water), O (water), C(C)#N (acetonitrile). Reactants: C(=O)(OC(C)(C)C)N[C@@H](CC1=CC=CC=C1)C(=O)NC1=CC=C2C(=C(OC(=O)C2=C1)OCCC)Cl (7-(Boc-phenylalanyl)amino-4-chloro-3-propyloxyisocoumarin), C(C1=CC=CC=C1)(=O)N[C@@H](C)C(=O)N[C@@H](C)C(=O)NC1=CC=C2C(=C(OC(=O)C2=C1)OCCC)Cl (7-(benzoylalanylalanyl)amino-4-chloro-3-propyloxyisocoumarin), C(=O)(OC(C)(C)C)N[C@@H](C(C)C)C(=O)NC1=CC=C2C(=C(OC(=O)C2=C1)OCC)Cl (7-(Boc-valyl)amino-4-chloro-3-ethoxyisocoumarin), C(=O)(OC(C)(C)C)N[C@@H](C)C(=O)NC1=CC=C2C(=C(OC(=O)C2=C1)OCC)Cl (7-(Boc-alanyl)amino-4-chloro-3-ethoxyisocoumarin). The product is C(=O)(OC(C)(C)C)N[C@@H](C(C)C)C(=O)NC1=CC=C2C(=C(OC(=O)C2=C1)OCCC)Cl (7-(Boc-valyl)amino-4-Chloro-3-Propyloxyisocoumarin). As a reaction SMILES: [C:1]([NH:8][C@H:9]([C:17]([NH:19][C:20]1[CH:30]=[C:29]2[C:23]([C:24]([Cl:35])=[C:25]([O:31][CH2:32][CH2:33][CH3:34])[O:26][C:27]2=[O:28])=[CH:22][CH:21]=1)=[O:18])CC1C=CC=CC=1)([O:3][C:4]([CH3:7])([CH3:6])[CH3:5])=[O:2].[C:36](N[C@H](C(N[C@H](C(NC1C=C2C(C(Cl)=C(OCCC)OC2=O)=CC=1)=O)C)=O)C)(=O)[C:37]1C=CC=C[CH:38]=1.C(N[C@H](C(NC1C=C2C(C(Cl)=C(OCC)OC2=O)=CC=1)=O)C(C)C)(OC(C)(C)C)=O.C(N[C@H](C(NC1C=C2C(C(Cl)=C(OCC)OC2=O)=CC=1)=O)C)(OC(C)(C)C)=O>>[C:1]([NH:8][C@H:9]([C:17]([NH:19][C:20]1[CH:30]=[C:29]2[C:23]([C:24]([Cl:35])=[C:25]([O:31][CH2:32][CH2:33][CH3:34])[O:26][C:27]2=[O:28])=[CH:22][CH:21]=1)=[O:18])[CH:37]([CH3:38])[CH3:36])([O:3][C:4]([CH3:7])([CH3:5])[CH3:6])=[O:2]. Procedure: 7-(Boc-phenylalanyl)amino-4-chloro-3-propyloxyisocoumarin, 7-(benzoylalanylalanyl)amino-4-chloro-3-propyloxyisocoumarin, 7-(Boc-valyl)amino-4-chloro-3-ethoxyisocoumarin and 7-(Boc-alanyl)amino-4-chloro-3-ethoxyisocoumarin can be prepared by the same procedure.